From a dataset of the Open Reaction Database (ORD), a public repository of structured organic reaction records. describe an organic reaction: reactants, conditions, products, and yield Starting materials: COCC1(CN(CC1)C(=O)OC(C)(C)C)C(=O)N1CC=2C=C(C=NC2CC1)C(F)(F)F (tert-Butyl 3-(methoxymethyl)-3-(3-(trifluoromethyl)-5,6,7,8-tetrahydro-1,6-naphthyridine-6-carbonyl)pyrrolidine-1-carboxylate), C(=O)(C(F)(F)F)O (TFA). Run in C(Cl)Cl (CH2Cl2). Conditions: time 17 hour. Product: product, FC(C(=O)O)(F)F.COCC1(CNCC1)C(=O)N1CC=2C=C(C=NC2CC1)C(F)(F)F ((3-(Methoxymethyl)pyrrolidin-3-yl)(3-(trifluoromethyl)-7,8-dihydro-1,6-naphthyridin-6(5H)-yl)methanone 2,2,2-trifluoroacetate). Reaction SMILES: [CH3:1][O:2][CH2:3][C:4]1([C:16]([N:18]2[CH2:27][CH2:26][C:25]3[N:24]=[CH:23][C:22]([C:28]([F:31])([F:30])[F:29])=[CH:21][C:20]=3[CH2:19]2)=[O:17])[CH2:8][CH2:7][N:6](C(OC(C)(C)C)=O)[CH2:5]1.[C:32]([OH:38])([C:34]([F:37])([F:36])[F:35])=[O:33]>C(Cl)Cl>[F:35][C:34]([F:37])([F:36])[C:32]([OH:38])=[O:33].[CH3:1][O:2][CH2:3][C:4]1([C:16]([N:18]2[CH2:27][CH2:26][C:25]3[N:24]=[CH:23][C:22]([C:28]([F:30])([F:29])[F:31])=[CH:21][C:20]=3[CH2:19]2)=[O:17])[CH2:8][CH2:7][NH:6][CH2:5]1 |f:3.4|. Procedure: The title compound was prepared according to general procedure D described in connection with Scheme 2. tert-Butyl 3-(methoxymethyl)-3-(3-(trifluoromethyl)-5,6,7,8-tetrahydro-1,6-naphthyridine-6-carbonyl)pyrrolidine-1-carboxylate (1.7 g, 3.84 mmole) was dissolved in 50 mL CH2Cl2 and 16 mL TFA was added at RT. The reaction mixture was stirred for 17 h and the solvents evaporated. The residue was dissolved in CH2Cl2 and the organic layer was washed twice with 50 mL of saturated NaHCO3 and then dri...